Dataset: the Open Reaction Database (ORD), a public repository of structured organic reaction records. Task: describe an organic reaction: reactants, conditions, products, and yield Procedure details: Following the procedure of Example 95, but substituting α-ethyl-N,N,4-trimethyl-3-phenylpyrazole-1-acetamide for N,N,α,4-tetramethyl-3-phenylpyrazole-1-acetamide and propyl bromide for ethyl iodide, there was obtained α-ethyl-N,N,4-trimethyl-3-phenyl-α-propylpyrazole-1-acetamide having a melting point of 147°-148° C. Product: C(C)C(C(=O)N(C)C)(N1N=C(C(=C1)C)C1=CC=CC=C1)CCC (α-ethyl-N,N,4-trimethyl-3-phenyl-α-propylpyrazole-1-acetamide). As a reaction SMILES: [CH3:1][N:2]([CH3:19])[C:3](=[O:18])[CH:4]([CH3:17])[N:5]1[CH:9]=[C:8]([CH3:10])[C:7]([C:11]2[CH:16]=[CH:15][CH:14]=[CH:13][CH:12]=2)=[N:6]1.[CH2:20](Br)[CH2:21][CH3:22].[CH2:24](I)C>>[CH2:17]([C:4]([CH2:20][CH2:21][CH3:22])([N:5]1[CH:9]=[C:8]([CH3:10])[C:7]([C:11]2[CH:16]=[CH:15][CH:14]=[CH:13][CH:12]=2)=[N:6]1)[C:3]([N:2]([CH3:1])[CH3:19])=[O:18])[CH3:24]. The reactants are CN(C(C(N1N=C(C(=C1)C)C1=CC=CC=C1)C)=O)C (N,N,α,4-tetramethyl-3-phenylpyrazole-1-acetamide), C(CC)Br (propyl bromide), C(C)I (ethyl iodide). Starting materials: ClC1=NN=C(C2=CC=CC=C12)CC1=CC=NC=C1 (1-chloro-4-(4-pyridylmethyl)phthalazine), C1(=CC=CC=C1)[C@H](C)N ((S)-1 phenylethylamine), C(CCC)O (1-butanol). Solvent: O (water). Conditions: temperature 110 celsius, time 40 hour. The product is Cl.Cl.C1(=CC=CC=C1)[C@@H](C)NC1=NN=C(C2=CC=CC=C12)CC1=CC=NC=C1 ((R)-1-(1-Phenylethylamino)-4-(4-pyridylmethyl)phthalazine dihydrochloride). RXN SMILES: [Cl:1][C:2]1[C:11]2[C:6](=[CH:7][CH:8]=[CH:9][CH:10]=2)[C:5]([CH2:12][C:13]2[CH:18]=[CH:17][N:16]=[CH:15][CH:14]=2)=[N:4][N:3]=1.[C:19]1([C@@H:25]([NH2:27])[CH3:26])[CH:24]=[CH:23][CH:22]=[CH:21][CH:20]=1.C(O)CCC>O>[ClH:1].[ClH:1].[C:19]1([C@H:25]([NH:27][C:2]2[C:11]3[C:6](=[CH:7][CH:8]=[CH:9][CH:10]=3)[C:5]([CH2:12][C:13]3[CH:18]=[CH:17][N:16]=[CH:15][CH:14]=3)=[N:4][N:3]=2)[CH3:26])[CH:24]=[CH:23][CH:22]=[CH:21][CH:20]=1 |f:4.5.6|. Reported procedure: A mixture of 0.511 g (2 mmol) 1-chloro-4-(4-pyridylmethyl)phthalazine, 1.273 ml (10 mmol) (S)-1 phenylethylamine and 5 ml 1-butanol is stirred for 40 h at 110° C. After processing as described in Example 12 and equilibration for 65 hours at 20° C. and in room atmosphere, title compound is obtained with a water content of 10.53%; m.p. 190° C. (decomp.); ESI-MS: (M+H)+=341; [α]D20=+38.4±0.70 (c=1.507%, methanol). The reactants are C(C)(C)(C)OC(NC(=N)C=1SC(=C(C1)S(=O)(=O)C=1C=C(C=CC1)C1=C(C=C(C=C1)N)C)SC)=O ({[4-(4′-amino-2′-methyl-biphenyl-3-sulfonyl)-5-methylsulfanyl-thiophen-2-yl]-imino-methyl}-carbamic acid tert-butyl ester), C(C)OP(=O)(OCC)COS(=O)(=O)C(F)(F)F (trifluoro-methanesulfonic acid diethoxy-phosphorylmethyl ester), C([O-])([O-])=O.[Cs+].[Cs+] (cesium carbonate), C(C)OP(=O)(OCC)COS(=O)(=O)C(F)(F)F (trifluoro-methanesulfonic acid diethoxy-phosphorylmethyl ester). Run in CN(C(C)=O)C (N,N-dimethylacetamide). Reaction conditions: temperature 50 celsius. Product: C(N)(=N)C1=CC(=C(S1)SC)S(=O)(=O)C=1C=C(C=CC1)C1=C(C=C(C=C1)NCP(O)(O)=O)C ({[3′-(5-Carbamimidoyl-2-methylsulfanyl-thiophene-3-sulfonyl)-2-methyl-biphenyl-4-ylamino]-methyl}-phosphonic acid). Isolated yield 128.1%. As a reaction SMILES: C(OC(=O)[NH:7][C:8]([C:10]1[S:11][C:12]([S:32][CH3:33])=[C:13]([S:15]([C:18]2[CH:19]=[C:20]([C:24]3[CH:29]=[CH:28][C:27]([NH2:30])=[CH:26][C:25]=3[CH3:31])[CH:21]=[CH:22][CH:23]=2)(=[O:17])=[O:16])[CH:14]=1)=[NH:9])(C)(C)C.C(=O)([O-])[O-].[Cs+].[Cs+].C([O:43][P:44]([CH2:49]OS(C(F)(F)F)(=O)=O)([O:46]CC)=[O:45])C>CN(C)C(=O)C>[C:8]([C:10]1[S:11][C:12]([S:32][CH3:33])=[C:13]([S:15]([C:18]2[CH:19]=[C:20]([C:24]3[CH:29]=[CH:28][C:27]([NH:30][CH2:49][P:44](=[O:43])([OH:46])[OH:45])=[CH:26][C:25]=3[CH3:31])[CH:21]=[CH:22][CH:23]=2)(=[O:16])=[O:17])[CH:14]=1)(=[NH:9])[NH2:7] |f:1.2.3|. Procedure: To a mixture of {[4-(4′-amino-2′-methyl-biphenyl-3-sulfonyl)-5-methylsulfanyl-thiophen-2-yl]-imino-methyl}-carbamic acid tert-butyl ester (30 mg, 58.0 μmol), as prepared according to the procedure of step b of Example 120, cesium carbonate (19 mg, 58 μmol), and N,N-dimethylacetamide (0.4 mL) was added a solution of trifluoro-methanesulfonic acid diethoxy-phosphorylmethyl ester (18 mg, 58 μmol) (Xu, Y. et al, J. Org. Chem. 61, 7697 (1996); Phimon, D. et al, Tetrahedron Lett. 27, 1477 (1986)), and...